This data is from the Open Reaction Database (ORD), a public repository of structured organic reaction records. The task is: describe an organic reaction: reactants, conditions, products, and yield Starting materials: COC(=O)c1ccc(-c2ccccc2C)c(C)c1, CO, Cl, [Na+], C1CCOC1, [OH-], O. The product is Cc1ccccc1-c1ccc(C(=O)O)cc1C. Reaction SMILES: [CH3:1][c:2]1[c:3](-[c:12]2[c:13]([CH3:18])[cH:14][cH:15][cH:16][cH:17]2)[cH:4][cH:5][c:6]([C:8](=[O:9])[O:10][CH3:11])[cH:7]1.[CH3:23][OH:24].[ClH:21].[Na+:20].[O:25]1[CH2:26][CH2:27][CH2:28][CH2:29]1.[OH-:19].[OH2:22]>>[CH3:1][c:2]1[c:3](-[c:12]2[c:13]([CH3:18])[cH:14][cH:15][cH:16][cH:17]2)[cH:4][cH:5][c:6]([C:8](=[O:9])[OH:10])[cH:7]1. The reactants are C(C)(C)(C)OC(=O)NC1=C2C=CN(C2=CC=C1)C(CC(=O)OC(C)(C)C)(CC)C1=CC=C(C=C1)Cl (tert-Butyl 3-(4-(tert-butoxycarbonylamino)-1H-indol-1-yl)-3-(4-chlorophenyl)pentanoate), Cl.CO (HCl MeOH). Run at time 2 hour. Product: NC1=C2C=CN(C2=CC=C1)C(CC(=O)OC)(CC)C1=CC=C(C=C1)Cl (Methyl 3-(4-amino-1H-indol-1-yl)-3-(4-chlorophenyl)pentanoate). Reaction SMILES: C(OC([NH:8][C:9]1[CH:17]=[CH:16][CH:15]=[C:14]2[C:10]=1[CH:11]=[CH:12][N:13]2[C:18]([C:29]1[CH:34]=[CH:33][C:32]([Cl:35])=[CH:31][CH:30]=1)([CH2:27][CH3:28])[CH2:19][C:20]([O:22][C:23](C)(C)C)=[O:21])=O)(C)(C)C.Cl.CO>>[NH2:8][C:9]1[CH:17]=[CH:16][CH:15]=[C:14]2[C:10]=1[CH:11]=[CH:12][N:13]2[C:18]([C:29]1[CH:34]=[CH:33][C:32]([Cl:35])=[CH:31][CH:30]=1)([CH2:27][CH3:28])[CH2:19][C:20]([O:22][CH3:23])=[O:21] |f:1.2|. Procedure: A mixture of the product of Step F (120 mg, 0.24 mmol) and 4 N HCl/MeOH (2 mL) was stirred at room temperature for 2 h. The volatile was removed in vacuo to give the title compound as colorless oil. LC/MS m/z=357.1[M+H]+. The reactants are N[C@H]1[C@H](CC2=CC=CC=C12)O ((1R,2S)-1-aminoindan-2-ol), O1CCCC1 (tetrahydrofuran), O1CCCC1 (tetrahydrofuran), C(C)(C)(C)C1=CC=C(C=C1)C(C=1C(=C2C(CC3(CCC3)OC2=CC1C(C)C)=O)C1=CC=C(C=C1)F)O (6-[(4-tert-Butylphenyl)(hydroxy)methyl]-5-(4-fluorophenyl)-7-isopropylspiro[chromen-2,1′-cyclo-butan]-4(3H)-one). Solvent: CO (methanol). Conditions: time 30 minute. Product: C(C)(C)(C)C1=CC=C(C=C1)[C@@H](C=1C(=C2[C@H](CC3(CCC3)OC2=CC1C(C)C)O)C1=CC=C(C=C1)F)O ((4S)-6-[(S)-(4-tert-Butylphenyl)(hydroxy)methyl]-5-(4-fluorophenyl)-7-isopropyl-3,4-dihydro-spiro[chromen-2,1′-cyclobutan]-4-ol). Isolated yield 15.1%. RXN SMILES: N[C@@H]1C2C(=CC=CC=2)C[C@@H]1O.O1CCCC1.[C:17]([C:21]1[CH:26]=[CH:25][C:24]([CH:27]([OH:52])[C:28]2[C:29]([C:45]3[CH:50]=[CH:49][C:48]([F:51])=[CH:47][CH:46]=3)=[C:30]3[C:38](=[CH:39][C:40]=2[CH:41]([CH3:43])[CH3:42])[O:37][C:33]2([CH2:36][CH2:35][CH2:34]2)[CH2:32][C:31]3=[O:44])=[CH:23][CH:22]=1)([CH3:20])([CH3:19])[CH3:18]>CO>[C:17]([C:21]1[CH:22]=[CH:23][C:24]([C@H:27]([OH:52])[C:28]2[C:29]([C:45]3[CH:46]=[CH:47][C:48]([F:51])=[CH:49][CH:50]=3)=[C:30]3[C:38](=[CH:39][C:40]=2[CH:41]([CH3:43])[CH3:42])[O:37][C:33]2([CH2:34][CH2:35][CH2:36]2)[CH2:32][C@@H:31]3[OH:44])=[CH:25][CH:26]=1)([CH3:19])([CH3:20])[CH3:18]. Procedure details: Under argon, 2.1 mg (0.014 mmol) of (1R,2S)-1-aminoindan-2-ol are dissolved in 3 ml of abs. tetrahydrofuran, 102 μl (0.575 mmol) of borane/N,N-diethylaniline complex are added and the mixture is stirred at room temperature for 30 min. After this time, 70 mg (0.144 mmol) of 6-[(4-tert-butylphenyl)(hydroxy)methyl]-5-(4-fluorophenyl)-7-isopropylspiro[chromen-2,1′-cyclobutan]-4(3H)-one (Example 55A), dissolved in 3.25 ml of abs. tetrahydrofuran, are added at room temperature over a period of 10 min,... Reactants: C(C1=CC=CC=C1)OC=1C(=NC=CC1)CCC (3-Benzyloxy-2-propylpyridine), C(C1=CC=CC=C1)OC1=CC=C(C(CBr)=O)C=C1 (4-benzyloxyphenacylbromide), C(O)([O-])=O.[Na+] (sodium hydrogen carbonate). Isolated yield 66.0%. Yields the product C(C)C=1C(=CN2C=CC=C(C12)OCC1=CC=CC=C1)C1=CC=C(C=C1)OCC1=CC=CC=C1 (1-ethyl-8-benzyloxy-2-(4-benzyloxyphenyl)indolizine). Reported procedure: 3-Benzyloxy-2-propylpyridine was reacted with 4-benzyloxyphenacylbromide and with sodium hydrogen carbonate by the general synthetic principles outlined in example 1, step 2, to afford 1-ethyl-8-benzyloxy-2-(4-benzyloxyphenyl)indolizine as yellow crystals in 66% yield. M.p. 104-105° C. MS(SP): m/z 433 (M+). 1H--NMR (DMSO-d6, 200 MHz) δ: 1.10 (t, 3 H); 2.86 (q, 2 H); 5.12 (s, 2 H); 5.19 (s, 2 H); 6.13 (d, 1 H); 6.38 (t, 1 H); 7.06 (d, 2 H); 7.28-7.54 (m, 13 H); 7.77 (d, 1 H). As a reaction SMILES: [CH2:1]([O:8][C:9]1[C:10]([CH2:15][CH2:16][CH3:17])=[N:11][CH:12]=[CH:13][CH:14]=1)[C:2]1[CH:7]=[CH:6][CH:5]=[CH:4][CH:3]=1.[CH2:18]([O:25][C:26]1[CH:35]=[CH:34][C:29]([C:30](=O)[CH2:31]Br)=[CH:28][CH:27]=1)[C:19]1[CH:24]=[CH:23][CH:22]=[CH:21][CH:20]=1.C(=O)([O-])O.[Na+]>>[CH2:16]([C:15]1[C:30]([C:29]2[CH:34]=[CH:35][C:26]([O:25][CH2:18][C:19]3[CH:24]=[CH:23][CH:22]=[CH:21][CH:20]=3)=[CH:27][CH:28]=2)=[CH:31][N:11]2[C:10]=1[C:9]([O:8][CH2:1][C:2]1[CH:3]=[CH:4][CH:5]=[CH:6][CH:7]=1)=[CH:14][CH:13]=[CH:12]2)[CH3:17] |f:2.3|.